From a dataset of the Open Reaction Database (ORD), a public repository of structured organic reaction records. describe an organic reaction: reactants, conditions, products, and yield Starting materials: N#CBr (Cyanogen bromide), ClC1=NC=C(C=C1)CN (2-chloro-5-aminomethylpyridine). Solvent: C(Cl)(Cl)Cl (chloroform), C(Cl)(Cl)Cl (chloroform). Run at temperature 0 celsius, time 1 hour. The product is ClC1=CC=C(C=N1)CNC#N (N-[(6-chloropyridin-3-yl)methyl]cyanamide). Reaction SMILES: [N:1]#[C:2]Br.[Cl:4][C:5]1[CH:10]=[CH:9][C:8]([CH2:11][NH2:12])=[CH:7][N:6]=1>C(Cl)(Cl)Cl>[Cl:4][C:5]1[N:6]=[CH:7][C:8]([CH2:11][NH:12][C:2]#[N:1])=[CH:9][CH:10]=1. Procedure: Cyanogen bromide (220 mg, 2.09 mmol) was dissolved in 10 mL of anhydrous chloroform, and the solution was cooled to 0° C. To this was dropwise added a solution of 500 mg (3.49 mmol) of 2-chloro-5-aminomethylpyridine dissolved in 10 mL of anhydrous chloroform, and the resulting mixture was stirred at 0° C. for 1 hour. The reaction mixture was filtered, then water was added and liquid-liquid extraction was carried out, following which the chloroform phase was dried over anhydrous magnesium sulfate... Procedure: The title compound is prepared in 79% yield (1.11 g, colorless oil) from 1-(5-methyl-6-(1H-pyrazol-1-yl)pyridin-3-yl)ethanone (920 mg, 4.57 mmol, Step-2) and (R)-2-methylpropane-2-sulfinamide (665 mg, 5.49 mmol) in a similar manner to Step-4 of Amine-1. The product is CC(C)(C)[S@@](=O)NC(C)C=1C=NC(=C(C1)C)N1N=CC=C1 ((R)-2-methyl-N-(1-(5-methyl-6-(1H-pyrazol-1-yl)pyridin-3-yl)ethyl)propane-2-sulfinamide). RXN SMILES: [CH3:1][C:2]1[CH:3]=[C:4]([C:13](=O)[CH3:14])[CH:5]=[N:6][C:7]=1[N:8]1[CH:12]=[CH:11][CH:10]=[N:9]1.[CH3:16][C:17]([S@:20]([NH2:22])=[O:21])([CH3:19])[CH3:18]>>[CH3:16][C:17]([S@:20]([NH:22][CH:13]([C:4]1[CH:5]=[N:6][C:7]([N:8]2[CH:12]=[CH:11][CH:10]=[N:9]2)=[C:2]([CH3:1])[CH:3]=1)[CH3:14])=[O:21])([CH3:19])[CH3:18]. The reactants are CC=1C=C(C=NC1N1N=CC=C1)C(C)=O (1-(5-methyl-6-(1H-pyrazol-1-yl)pyridin-3-yl)ethanone), CC(C)(C)[S@@](=O)N ((R)-2-methylpropane-2-sulfinamide), Amine-1. The yield is 79.0%. Starting materials: [N+](=O)([O-])C1=CC=C(C=C1)N1C=NC=2C=NC=CC21 (1-(4-nitrophenyl)-1H-imidazo[4,5-c]pyridine), OO (hydrogen peroxide). Run in C(C)(=O)O (acetic acid). Conditions: temperature 50 celsius, time 14 hour. Product: [N+](=O)([O-])C1=CC=C(C=C1)N1C=NC=2C=[N+](C=CC21)[O-] (1-(4-nitrophenyl)-1H-imidazo[4,5-c]pyridine 5-oxide). Isolated yield 57.0%. RXN SMILES: [N+:1]([C:4]1[CH:9]=[CH:8][C:7]([N:10]2[C:18]3[CH:17]=[CH:16][N:15]=[CH:14][C:13]=3[N:12]=[CH:11]2)=[CH:6][CH:5]=1)([O-:3])=[O:2].[OH:19]O>C(O)(=O)C>[N+:1]([C:4]1[CH:9]=[CH:8][C:7]([N:10]2[C:18]3[CH:17]=[CH:16][N+:15]([O-:19])=[CH:14][C:13]=3[N:12]=[CH:11]2)=[CH:6][CH:5]=1)([O-:3])=[O:2]. Procedure: In 15 mL of acetic acid, 483 mg (2.01 mmol) of 1-(4-nitrophenyl)-1H-imidazo[4,5-c]pyridine prepared in Step A of Example 1 was dissolved, and 2 mL of a 30% hydrogen peroxide aqueous solution was added thereto and the mixture solution was stirred at 50° C. for 14 hours. The solvent was distilled under reduced pressure, and the obtained residue was separated by a silica gel column (Si-10, a product of Kusano Co., Ltd., column 30 cm, dichloromethane:methanol=9:1) to obtain 298 mg (57%) of 1-(4-nitr... Starting materials: C1(CC1)CC(C[C@@H](C(=O)O)N[C@H](C(F)(F)F)C1=CC=C(C=C1)F)(F)F ((S)-5-cyclopropyl-4,4-difluoro-2-(((S)-2,2,2-trifluoro-1-(4-fluorophenyl)ethyl)amino)-pentanoic acid), C=1C=CC2=C(C1)N=NN2O (HOBt), CCN=C=NCCCN(C)C.Cl (EDC hydrochloride), Cl.N[C@H](C(C(=O)NC1CC1)O)CC ((3S)-3-amino-N-cyclopropyl-2-hydroxypentanamide hydrochloride), CN1CCOCC1 (N-methylmorpholine). Solvent: ClCCl (dichloromethane). Reaction conditions: time 20 hour. The product is C1(CC1)CC(C[C@@H](C(=O)N[C@H](C(C(=O)NC1CC1)O)CC)N[C@H](C(F)(F)F)C1=CC=C(C=C1)F)(F)F ((25)-5-cyclopropyl-N-((3S)-1-(cyclopropylamino)-2-hydroxy-1-oxopentan-3-yl)-4,4-difluoro-2-(((S)-2,2,2-trifluoro-1-(4-fluorophenyl)ethyl)amino)pentanamide). The yield is 66.4%. RXN SMILES: [CH:1]1([CH2:4][C:5]([F:25])([F:24])[CH2:6][C@H:7]([NH:11][C@@H:12]([C:17]2[CH:22]=[CH:21][C:20]([F:23])=[CH:19][CH:18]=2)[C:13]([F:16])([F:15])[F:14])[C:8]([OH:10])=O)[CH2:3][CH2:2]1.C1C=CC2N(O)N=NC=2C=1.CCN=C=NCCCN(C)C.Cl.Cl.[NH2:49][C@@H:50]([CH2:59][CH3:60])[CH:51]([OH:58])[C:52]([NH:54][CH:55]1[CH2:57][CH2:56]1)=[O:53].CN1CCOCC1>ClCCl>[CH:1]1([CH2:4][C:5]([F:25])([F:24])[CH2:6][C@H:7]([NH:11][C@@H:12]([C:17]2[CH:22]=[CH:21][C:20]([F:23])=[CH:19][CH:18]=2)[C:13]([F:15])([F:14])[F:16])[C:8]([NH:49][C@@H:50]([CH2:59][CH3:60])[CH:51]([OH:58])[C:52]([NH:54][CH:55]2[CH2:56][CH2:57]2)=[O:53])=[O:10])[CH2:2][CH2:3]1 |f:2.3,4.5|. Reported procedure: A solution of (S)-5-cyclopropyl-4,4-difluoro-2-(((S)-2,2,2-trifluoro-1-(4-fluorophenyl)ethyl)amino)-pentanoic acid (0.5 g; 1.35 mmol) in dry dichloromethane (16 mL) under nitrogen was treated with HOBt (228 mg; 1.49 mmol; 110 mol %), EDC hydrochloride (286 mg; 1.49 mmol; and (3S)-3-amino-N-cyclopropyl-2-hydroxypentanamide hydrochloride (311 mg; 1.49 mmol; 110 mole %). N-methylmorpholine (NMM; 210 μL; 301 mg; 2.97 mmol; 220 mole %) was added and resulting mixture was stirred for 20 h at ambient t... The reactants are [H-].[Al+3].[Li+].[H-].[H-].[H-] (lithium aluminum hydride), O (water), O=C1NCCOC1CC12C3=CC=CC=C3C(C=3C=CC=CC13)C2 (9-(3-oxo-2-morpholinylmethyl)-9,10-dihydro-9,10-methanoanthracene), [H-].[Al+3].[Li+].[H-].[H-].[H-] (lithium aluminum hydride). Run in O1CCOCC1 (dioxane), C(C)(=O)OCC (ethyl acetate). Conditions: time 3 hour. Product: N1CC(OCC1)CC12C3=CC=CC=C3C(C=3C=CC=CC13)C2 (9-(2-morpholinylmethyl)-9,10-dihydro-9,10-methanoanthracene). RXN SMILES: O=[C:2]1[CH:7]([CH2:8][C:9]23[CH2:23][CH:16]([C:17]4[CH:18]=[CH:19][CH:20]=[CH:21][C:22]=42)[C:15]2[C:10]3=[CH:11][CH:12]=[CH:13][CH:14]=2)[O:6][CH2:5][CH2:4][NH:3]1.[H-].[Al+3].[Li+].[H-].[H-].[H-].O>O1CCOCC1.C(OCC)(=O)C>[NH:3]1[CH2:4][CH2:5][O:6][CH:7]([CH2:8][C:9]23[CH2:23][CH:16]([C:17]4[CH:18]=[CH:19][CH:20]=[CH:21][C:22]=42)[C:15]2[C:10]3=[CH:11][CH:12]=[CH:13][CH:14]=2)[CH2:2]1 |f:1.2.3.4.5.6|. Reported procedure: A mixture of 9-(3-oxo-2-morpholinylmethyl)-9,10-dihydro-9,10-methanoanthracene (100 mg) and lithium aluminum hydride (50 mg) in dioxane was stirred at 60° - 70° C. for 3 hours. Excess lithium aluminum hydride was decomposed by addition of water. The reaction mixture was diluted with ethyl acetate, dried over anhydrous sodium sulfate and evaporated to dryness to give 9-(2-morpholinylmethyl)-9,10-dihydro-9,10-methanoanthracene, M.P. 183° - 189° C. Recrystallization gave colorless crystals, M.P. 18... The reactants are COC1=C(CN2[C@H]([C@H](C2=O)N=[N+]=[N-])C(=O)O)C=CC(=C1)OC (cis-1-(2,4-dimethoxybenzyl)-3-azido-4-oxo-azetidine-2-carboxylic acid), N1=CC=CC=C1 (pyridine), oralyl chloride, O1CCCC1 (tetrahydrofuran), product, C([O-])([O-])=O.[K+].[K+] (potassium carbonate), [N+](=[N-])=C (diazomethane). Solvent: C1=CC=CC=C1 (benzene), O (water). Run at time 1 hour. Yields the product COC1=C(CN2[C@H]([C@H](C2=O)N=[N+]=[N-])NNCCCCCCCCCCCCCC)C=CC(=C1)OC (Cis-1-(2,4-dimethoxybenzyl)-2-diazacetyl-3-azido-4-azetidinone). Isolated yield 78.0%. Reaction SMILES: [CH3:1][O:2][C:3]1[CH:20]=[C:19]([O:21][CH3:22])[CH:18]=[CH:17][C:4]=1[CH2:5][N:6]1[C:9](=[O:10])[C@H:8]([N:11]=[N+:12]=[N-:13])[C@@H:7]1C(O)=O.C(=O)([O-])[O-].[K+].[K+].N1[CH:34]=[CH:33][CH:32]=[CH:31][CH:30]=1.[N+:35](=[CH2:37])=[N-:36].O1[CH2:42][CH2:41][CH2:40][CH2:39]1>C1C=CC=CC=1.O>[CH3:1][O:2][C:3]1[CH:20]=[C:19]([O:21][CH3:22])[CH:18]=[CH:17][C:4]=1[CH2:5][N:6]1[C:9](=[O:10])[C@H:8]([N:11]=[N+:12]=[N-:13])[C@@H:7]1[NH:36][NH:35][CH2:37][CH2:30][CH2:31][CH2:32][CH2:33][CH2:34][CH2:39][CH2:40][CH2:41][CH2:42][CH2:20][CH2:3][CH2:4][CH3:5] |f:1.2.3|. Procedure details: To a suspension of 10.1 g (33 mmole) of cis-1-(2,4-dimethoxybenzyl)-3-azido-4-oxo-azetidine-2-carboxylic acid (prepared by reacting the product of example 1 with potassium carbonate in aqueous tetrahydrofuran) in 100 ml of dry benzene at 5° was added 2.54 ml (29.5 mmole) of oralyl chloride under argon. With vigorous stirring, 2.37 ml (29.5 mmole) of dry pyridine was added dropwise during which time considerable gas evolution occurred. After stirring for 1 hour, the suspension was filtered, the s... Starting materials: C1CCOC1, C[Si](C)(C)[N-][Si](C)(C)C, CI, [Na+], CC(C)(C)OC(=O)NCC1(CC2OCCO2)CCc2ccccc21. Yields the product CN(CC1(CC2OCCO2)CCc2ccccc21)C(=O)OC(C)(C)C. Reaction SMILES: [CH2:37]1[O:38][CH2:39][CH2:40][CH2:41]1.[CH3:28][Si:29]([N-:30][Si:31]([CH3:32])([CH3:33])[CH3:34])([CH3:35])[CH3:36].[I:25][CH3:26].[Na+:27].[O:1]1[CH:2]([CH2:6][C:7]2([CH2:16][NH:17][C:18]([O:19][C:20]([CH3:21])([CH3:22])[CH3:23])=[O:24])[CH2:8][CH2:9][c:10]3[cH:11][cH:12][cH:13][cH:14][c:15]32)[O:3][CH2:4][CH2:5]1>>[O:1]1[CH:2]([CH2:6][C:7]2([CH2:16][N:17]([C:18]([O:19][C:20]([CH3:21])([CH3:22])[CH3:23])=[O:24])[CH3:28])[CH2:8][CH2:9][c:10]3[cH:11][cH:12][cH:13][cH:14][c:15]32)[O:3][CH2:4][CH2:5]1. Starting materials: CC(=O)O[BH-](OC(C)=O)OC(C)=O, CC(C)(C)OC(=O)N1CCC(C)(N2CCC(=O)CC2)CC1, NC1CCCCC1N, ClCCl, [Na+], [Na+], O=C([O-])O. Yields the product CC(C)(C)OC(=O)N1CCC(C)(N2CCC(NC3CCCCC3N)CC2)CC1. As a reaction SMILES: [C:30]([O:31][BH-:32]([O:33][C:34](=[O:35])[CH3:36])[O:37][C:38](=[O:39])[CH3:40])(=[O:41])[CH3:42].[CH3:1][C:2]1([N:15]2[CH2:16][CH2:17][C:18](=[O:21])[CH2:19][CH2:20]2)[CH2:3][CH2:4][N:5]([C:8](=[O:9])[O:10][C:11]([CH3:12])([CH3:13])[CH3:14])[CH2:6][CH2:7]1.[CH:22]1([NH2:29])[CH:23]([NH2:28])[CH2:24][CH2:25][CH2:26][CH2:27]1.[Cl:49][CH2:50][Cl:51].[Na+:43].[Na+:48].[O-:44][C:45]([OH:46])=[O:47]>>[CH3:1][C:2]1([N:15]2[CH2:16][CH2:17][CH:18]([NH:29][CH:22]3[CH:23]([NH2:28])[CH2:24][CH2:25][CH2:26][CH2:27]3)[CH2:19][CH2:20]2)[CH2:3][CH2:4][N:5]([C:8](=[O:9])[O:10][C:11]([CH3:12])([CH3:13])[CH3:14])[CH2:6][CH2:7]1. Starting materials: [N-]=[N+]=[N-] (Azide), Cl.C(C=C)C1(CC(CC(C1)(C)C)(C)C)N (1-Allyl-3,3,5,5-tetramethylcyclohexanamine hydrochloride). Yields the product Cl.CC1(C=C(CC(C1)(C)C)C)N (1,3,5,5-Tetramethyl-2-cyclohexen-1-amine hydrochloride). The yield is 60.0%. As a reaction SMILES: [N-]=[N+]=[N-].[ClH:4].[CH2:5]([C:8]1([NH2:18])[CH2:13][C:12]([CH3:15])([CH3:14])[CH2:11][C:10](C)([CH3:16])[CH2:9]1)C=C>>[ClH:4].[CH3:5][C:8]1([NH2:18])[CH2:13][C:12]([CH3:15])([CH3:14])[CH2:11][C:10]([CH3:16])=[CH:9]1 |f:1.2,3.4|. Procedure: Prepared from azide 39 according to the procedure for compound 11 (Example 3, c). Amine hydrochloride 40 obtained as a colorless solid with 60% yield. 1H NMR (CDCl3, TMS): 0.96 and 1.07 (total 6H, both s, 5,5-CH3); 1.56 (3H, s, 1-CH3); 1.73 (3H, s, 3-CH3); 1.60-2.05 (4H, m, 4,6-CH2); 5.49 (1H, s, C═CH) and 8.27 ppm (3H, br s, NH3+). Starting materials: ice water, OC(CN[C@@H](CC1=CC=C(C=C1)O)C)COC1=CC=CC=C1 (p-[(R)-2-[[(RS)-2-hydroxy-3-phenoxypropyl]amino]propyl]phenol), [OH-].[K+] (potassium hydroxide), ClCCN1CCN(CC1)C1=CC=CC=C1 (1-(2-chloroethyl)-4-phenyl-piperazine). Solvent: C(CC)O (n-propanol). Yields the product C[C@H](CC1=CC=C(C=C1)OCCN1CCN(CC1)C1=CC=CC=C1)NC[C@@H](COC1=CC=CC=C1)O ((S)-1-[[(R)-αmethyl-p-[2-(4-phenyl-1-piperazinyl)ethoxy]phenethyl]amino]-3-phenoxy-2-propanol). RXN SMILES: [OH:1][CH:2]([CH2:15][O:16][C:17]1[CH:22]=[CH:21][CH:20]=[CH:19][CH:18]=1)[CH2:3][NH:4][C@H:5]([CH3:14])[CH2:6][C:7]1[CH:12]=[CH:11][C:10]([OH:13])=[CH:9][CH:8]=1.[OH-].[K+].Cl[CH2:26][CH2:27][N:28]1[CH2:33][CH2:32][N:31]([C:34]2[CH:39]=[CH:38][CH:37]=[CH:36][CH:35]=2)[CH2:30][CH2:29]1>C(O)CC>[CH3:14][C@@H:5]([NH:4][CH2:3][C@H:2]([OH:1])[CH2:15][O:16][C:17]1[CH:22]=[CH:21][CH:20]=[CH:19][CH:18]=1)[CH2:6][C:7]1[CH:12]=[CH:11][C:10]([O:13][CH2:26][CH2:27][N:28]2[CH2:33][CH2:32][N:31]([C:34]3[CH:39]=[CH:38][CH:37]=[CH:36][CH:35]=3)[CH2:30][CH2:29]2)=[CH:9][CH:8]=1 |f:1.2|. Reported procedure: A mixture of 0.5 g of p-[(R)-2-[[(RS)-2-hydroxy-3-phenoxypropyl]amino]propyl]phenol, 185 mg of potassium hydroxide, 410 mg of 1-(2-chloroethyl)-4-phenyl-piperazine and 15 ml of n-propanol was heated to 60° for 2.5 hours. The reaction mixture was poured on to ice-water and extracted with ethyl acetate. After evaporation of the solvent and chromatography of the crude product on silica gel with chloroform/n-propanol/saturated ammonia (1000:10:1) there were obtained 340 mg of pure, amorphous (S)-1-[...